The task is: describe an organic reaction: reactants, conditions, products, and yield. This data is from the Open Reaction Database (ORD), a public repository of structured organic reaction records. The reactants are C(C)N1C=NC(=C1C1=CC2=C(N=CN=C2SC)S1)C1=CC=CC=C1 (6-(1-ethyl-4-phenyl-1H-imidazol-5-yl)-4-(methylthio)thieno[2,3-d]pyrimidine), CSC=1C2=C(N=CN1)SC(=C2)C=O (4-(methylthio)thieno[2,3-d]pyrimidine-6-carbaldehyde), solid, CSC=1C2=C(N=CN1)SC(=N2)C=O (7-(methylthio)[1,3]thiazolo[5,4-d]pyrimidine-2-carbaldehyde), CSC=1C2=C(N=CN1)SC(=N2)C=O (7-(methylthio)[1,3]thiazolo[5,4-d]pyrimidine-2-carbaldehyde). Yields the product C(C)N1C=NC(=C1C=1SC=2N=CN=C(C2N1)SC)C1=CC=CC=C1 (2-(1-Ethyl-4-phenyl-1H-imidazol-5-yl)-7-(methylthio)[1,3]thiazolo[5,4-d]pyrimidine). RXN SMILES: [CH2:1]([N:3]1[C:7]([C:8]2[S:18][C:11]3[N:12]=[CH:13][N:14]=[C:15]([S:16][CH3:17])[C:10]=3C=2)=[C:6]([C:19]2[CH:24]=[CH:23][CH:22]=[CH:21][CH:20]=2)[N:5]=[CH:4]1)[CH3:2].CSC1C2N=C(C=O)SC=2[N:30]=CN=1.CSC1C2C=C(C=O)SC=2N=CN=1>>[CH2:1]([N:3]1[C:7]([C:8]2[S:18][C:11]3[N:12]=[CH:13][N:14]=[C:15]([S:16][CH3:17])[C:10]=3[N:30]=2)=[C:6]([C:19]2[CH:20]=[CH:21][CH:22]=[CH:23][CH:24]=2)[N:5]=[CH:4]1)[CH3:2]. Procedure: The title compound was prepared by a similar process to that described for Intermediate 70 but using 7-(methylthio)[1,3]thiazolo[5,4-d]pyrimidine-2-carbaldehyde (Intermediate 77) in place of 4-(methylthio)thieno[2,3-d]pyrimidine-6-carbaldehyde (Intermediate 15). Yellow solid (103 mg, 58%);